Dataset: the Open Reaction Database (ORD), a public repository of structured organic reaction records. Task: describe an organic reaction: reactants, conditions, products, and yield The reactants are Brc1nccs1, CS(C)=O, CC(C)c1c(C(=O)NCc2ccc(F)c(F)c2)c2ccc(O)cc2n1Cc1ncco1. Yields the product CC(C)c1c(C(=O)NCc2ccc(F)c(F)c2)c2ccc(Oc3nccs3)cc2n1Cc1ncco1. RXN SMILES: [Br:32][c:33]1[s:34][cH:35][cH:36][n:37]1.[CH3:38][S:39]([CH3:40])=[O:41].[F:1][c:2]1[cH:3][c:4]([CH2:5][NH:6][C:7](=[O:8])[c:9]2[c:10]([CH:25]([CH3:26])[CH3:27])[n:11]([CH2:19][c:20]3[o:21][cH:22][cH:23][n:24]3)[c:12]3[cH:13][c:14]([OH:18])[cH:15][cH:16][c:17]23)[cH:28][cH:29][c:30]1[F:31]>>[F:1][c:2]1[cH:3][c:4]([CH2:5][NH:6][C:7](=[O:8])[c:9]2[c:10]([CH:25]([CH3:26])[CH3:27])[n:11]([CH2:19][c:20]3[o:21][cH:22][cH:23][n:24]3)[c:12]3[cH:13][c:14]([O:18][c:33]4[s:34][cH:35][cH:36][n:37]4)[cH:15][cH:16][c:17]23)[cH:28][cH:29][c:30]1[F:31]. Reactants: [H-].[Al+3].[Li+].[H-].[H-].[H-] (lithium aluminum hydride), C(=O)(OC)C(CC1=CC=C(C=C1)C1=CC=C(C=C1)CC(C)(C(=O)OC)C)(C)C (4,4'-bis(2-carbomethoxy-2-methylpropyl)biphenyl), [NH4+].[Cl-] (NH4Cl), Cl (HCl). The solvent is O1CCCC1 (tetrahydrofuran), C(C)(=O)OCC (ethyl acetate). Reaction conditions: time 8 hour. Product: OCC(CC1=CC=C(C=C1)C1=CC=C(C=C1)CC(CO)(C)C)(C)C (4,4'-bis(3-hydroxy-2,2-dimethylpropyl)biphenyl). Isolated yield 58.6%. Reaction SMILES: [H-].[Al+3].[Li+].[H-].[H-].[H-].[C:7]([C:11]([CH3:34])([CH3:33])[CH2:12][C:13]1[CH:18]=[CH:17][C:16]([C:19]2[CH:24]=[CH:23][C:22]([CH2:25][C:26]([CH3:32])([C:28](OC)=[O:29])[CH3:27])=[CH:21][CH:20]=2)=[CH:15][CH:14]=1)(OC)=[O:8].[NH4+].[Cl-].Cl>O1CCCC1.C(OCC)(=O)C>[OH:8][CH2:7][C:11]([CH3:34])([CH3:33])[CH2:12][C:13]1[CH:18]=[CH:17][C:16]([C:19]2[CH:24]=[CH:23][C:22]([CH2:25][C:26]([CH3:32])([CH3:27])[CH2:28][OH:29])=[CH:21][CH:20]=2)=[CH:15][CH:14]=1 |f:0.1.2.3.4.5,7.8|. Procedure details: To a solution of 5.94 g of lithium aluminum hydride in 1500 ml of dry tetrahydrofuran, 30 g of 4,4'-bis(2-carbomethoxy-2-methylpropyl)biphenyl was slowly added. The reaction mixture thickened on stirring overnight. Then there was added 150 ml of ethyl acetate, 60 ml of saturated aqueous NH4Cl and 150 ml of concentrated HCl. After thorough mixing, the solid and liquid were separated by filtration. The filtrate was evaporated to dryness and the residue recrystallized from benzene to obtain 15 g of... Starting materials: C(#N)C=1C=C2CCC(C2=CC1)=O (5-cyano-1-indanone). The solvent is CCCCCC (hexane). Product: OC1CCC2=CC(=CC=C12)C#N ((RS) 1-hydroxy-5-indanecarbonitrile). As a reaction SMILES: [C:1]([C:3]1[CH:4]=[C:5]2[C:9](=[CH:10][CH:11]=1)[C:8](=[O:12])[CH2:7][CH2:6]2)#[N:2]>CCCCCC>[OH:12][CH:8]1[C:9]2[C:5](=[CH:4][C:3]([C:1]#[N:2])=[CH:11][CH:10]=2)[CH2:6][CH2:7]1. Procedure details: The operation is carried out as in preparation 10, starting with 5-cyano-1-indanone (1.93 g), the extracted residue is taken up in 20 ml of hexane, with agitation for one hour. After filtering, the filtrate is dried at 45° C. under reduced pressure and 1.92 g is obtained, Reactants: O=C([O-])[O-], CN(C)C=O, [Cl-], Cl, Cn1c(C(F)(F)F)cc(=O)n(-c2cc(F)c([N+](=O)[O-])cc2F)c1=O, [K+], [K+], [Na+], O, CCOC(=O)COc1ncccc1O. The product is CCOC(=O)COc1ncccc1Oc1cc(-n2c(=O)cc(C(F)(F)F)n(C)c2=O)c(F)cc1[N+](=O)[O-]. RXN SMILES: [C:39](=[O:40])([O-:41])[O-:42].[CH3:49][N:50]([CH3:51])[CH:52]=[O:53].[Cl-:46].[ClH:47].[F:15][c:16]1[c:17]([N+:36](=[O:37])[O-:38])[cH:18][c:19]([F:35])[c:20](-[n:22]2[c:23](=[O:34])[n:24]([CH3:33])[c:25]([C:29]([F:30])([F:31])[F:32])[cH:26][c:27]2=[O:28])[cH:21]1.[K+:43].[K+:44].[Na+:45].[OH2:48].[OH:1][c:2]1[c:3]([O:8][CH2:9][C:10](=[O:11])[O:12][CH2:13][CH3:14])[n:4][cH:5][cH:6][cH:7]1>>[O:1]([c:2]1[c:3]([O:8][CH2:9][C:10](=[O:11])[O:12][CH2:13][CH3:14])[n:4][cH:5][cH:6][cH:7]1)[c:16]1[c:17]([N+:36](=[O:37])[O-:38])[cH:18][c:19]([F:35])[c:20](-[n:22]2[c:23](=[O:34])[n:24]([CH3:33])[c:25]([C:29]([F:30])([F:31])[F:32])[cH:26][c:27]2=[O:28])[cH:21]1. Starting materials: [N+](CCCC)(CCCC)(CCCC)CCCC.[F-] (Bu4NF), C(=O)(C)[O-].[NH4+] (AcONH4), [Si](C)(C)(C(C)(C)C)OC[C@@H](CCN1C=C(C2=CC=CC=C12)C)N1C=NC(=C1)C(=O)[O-] (1-[(R)-1-(tert-butyldimethylsilyloxy)-4-(3-methylindol-1-yl)-2-butyl]imidazol-4-carboxylate), [Cl-].[NH4+] (ammonium chloride), N (NH3), ice, carboxamide. Yields the product OC[C@@H](CCN1C=C(C2=CC=CC=C12)C)N1C=NC(=C1)C(=O)N (1-[(R)-1-hydroxy-4-(3-methylindol-1-yl)-2-butyl]-imidazole-4-carboxamide). Yield: 103.0%. Run in C1CCOC1 (THF), O (water), CN(C)C=O (DMF), C1CCOC1 (THF). Procedure: To a solution of 1-[(R)-1-(tert-butyldimethylsilyloxy)-4-(3-methylindol-1-yl)-2-butyl]imidazol-4-carboxylate (200 mg, 0.45 mmol) in DMF (5 ml) were added ammonium chloride (6 mg, 0.11 mmol) and aqueous 28% NH3 solution (10 ml). And the mixture was heated at 100° C. in a sealed steel tube for 8 hours. After cooling, the reaction mixture was poured into water (50 ml) and extracted with ethyl acetate. The organic layer was washed with brine, dried (magnesium sulfate), and concentrated in vacuo. Thi... RXN SMILES: [Si]([O:8][CH2:9][C@H:10]([N:23]1[CH:27]=[C:26]([C:28]([O-:30])=O)[N:25]=[CH:24]1)[CH2:11][CH2:12][N:13]1[C:21]2[C:16](=[CH:17][CH:18]=[CH:19][CH:20]=2)[C:15]([CH3:22])=[CH:14]1)(C(C)(C)C)(C)C.[Cl-].[NH4+].N.[N+:34](CCCC)(CCCC)(CCCC)CCCC.[F-].C([O-])(C)=O.[NH4+]>CN(C=O)C.C1COCC1.O>[OH:8][CH2:9][C@H:10]([N:23]1[CH:27]=[C:26]([C:28]([NH2:34])=[O:30])[N:25]=[CH:24]1)[CH2:11][CH2:12][N:13]1[C:21]2[C:16](=[CH:17][CH:18]=[CH:19][CH:20]=2)[C:15]([CH3:22])=[CH:14]1 |f:1.2,4.5,6.7|. Reaction conditions: temperature 100 celsius, time 1 hour.